From a dataset of the Open Reaction Database (ORD), a public repository of structured organic reaction records. describe an organic reaction: reactants, conditions, products, and yield Reactants: O=C1NC=2C=CC=CC2C=2N1N=C(C2)C(=O)O (5,6-dihydro-5-oxopyrazolo[1,5-c]-quinazoline-2-carboxylic acid), [Na] (sodium), C(C(=O)Cl)(=O)Cl (oxalyl chloride). Run in C1=CC=CC=C1 (benzene). Run at time 20 minute. Product: O=C1NC=2C=CC=CC2C=2N1N=C(C2)C(=O)Cl (5,6-Dihydro-5-oxopyrazolo[1,5-c]quinazoline-2-carbonyl chloride). RXN SMILES: [O:1]=[C:2]1[N:11]2[N:12]=[C:13]([C:15]([OH:17])=O)[CH:14]=[C:10]2[C:9]2[CH:8]=[CH:7][CH:6]=[CH:5][C:4]=2[NH:3]1.[Na].C(Cl)(=O)C([Cl:22])=O>C1C=CC=CC=1>[O:1]=[C:2]1[N:11]2[N:12]=[C:13]([C:15]([Cl:22])=[O:17])[CH:14]=[C:10]2[C:9]2[CH:8]=[CH:7][CH:6]=[CH:5][C:4]=2[NH:3]1 |^1:17|. Procedure: 4.8 g (0.019 mole) of 5,6-dihydro-5-oxopyrazolo[1,5-c]-quinazoline-2-carboxylic acid, sodium salt is added to a solution of 3.27 g (0.026 mole) of oxalyl chloride in 200 ml of benzene. The suspension is stirred at room temperature for 20 minutes and then refluxed under nitrogen for 2 hours. The solvent is stripped to give the product.